Dataset: the Open Reaction Database (ORD), a public repository of structured organic reaction records. Task: describe an organic reaction: reactants, conditions, products, and yield Reactants: C(C)(=O)O (Acetic acid), OC1C2=CC=CC=C2OC=2C=CC=CC12 (9-hydroxyxanthene), O=C(CC(=O)OCC)C1CC(C1)C(=O)OCCC(=O)C1=CC=CC=C1 (ethyl 3-oxo-3-[3-(phenacylmethyloxycarbonyl) cyclobutyl]propanate). The solvent is C(C)O (ethanol). Reaction conditions: time 7 day. Product: C1=CC=CC=2OC3=CC=CC=C3C(C12)C(C(=O)OCC)C(C1CC(C1)C(=O)OCCC(=O)C1=CC=CC=C1)=O (Ethyl 2-(9-xanthyl)-3-oxo-3-[3-(phenacylmethyloxycarbonyl)cyclobutyl]propanate). As a reaction SMILES: C(O)(=O)C.O[CH:6]1[C:19]2[CH:18]=[CH:17][CH:16]=[CH:15][C:14]=2[O:13][C:12]2[C:7]1=[CH:8][CH:9]=[CH:10][CH:11]=2.[O:20]=[C:21]([CH:28]1[CH2:31][CH:30]([C:32]([O:34][CH2:35][CH2:36][C:37]([C:39]2[CH:44]=[CH:43][CH:42]=[CH:41][CH:40]=2)=[O:38])=[O:33])[CH2:29]1)[CH2:22][C:23]([O:25][CH2:26][CH3:27])=[O:24]>C(O)C>[CH:18]1[C:19]2[CH:6]([CH:22]([C:21](=[O:20])[CH:28]3[CH2:31][CH:30]([C:32]([O:34][CH2:35][CH2:36][C:37]([C:39]4[CH:40]=[CH:41][CH:42]=[CH:43][CH:44]=4)=[O:38])=[O:33])[CH2:29]3)[C:23]([O:25][CH2:26][CH3:27])=[O:24])[C:7]3[C:12](=[CH:11][CH:10]=[CH:9][CH:8]=3)[O:13][C:14]=2[CH:15]=[CH:16][CH:17]=1. Procedure: Acetic acid (20 ml) was added to a stirred suspension of 9-hydroxyxanthene (3.96 g, 20 mmol) and ethyl 3-oxo-3-[3-(phenacylmethyloxycarbonyl) cyclobutyl]propanate (6.0 g, 18 mmol) in ethanol (20 ml) at room temperature. A clear solution formed and was allowed to stand for 7 days at room temperature. Starting materials: CN(C)Cc1cccc(N)c1, Nc1cc(Cl)ncn1. The product is CN(C)Cc1cccc(Nc2cc(N)ncn2)c1. As a reaction SMILES: [CH3:1][N:2]([CH3:3])[CH2:4][c:5]1[cH:6][c:7]([NH2:11])[cH:8][cH:9][cH:10]1.[Cl:12][c:13]1[cH:14][c:15]([NH2:19])[n:16][cH:17][n:18]1>>[CH3:1][N:2]([CH3:3])[CH2:4][c:5]1[cH:6][c:7]([NH:11][c:13]2[cH:14][c:15]([NH2:19])[n:16][cH:17][n:18]2)[cH:8][cH:9][cH:10]1.